Dataset: the Open Reaction Database (ORD), a public repository of structured organic reaction records. Task: describe an organic reaction: reactants, conditions, products, and yield The reactants are C1CO1, CCOCC, [Cl-], [K], N, [NH4+], O=[N+]([O-])[O-], CCC(CCN(C)C)c1ccncc1. Yields the product CN(C)CCC(CCOCCO)c1ccncc1. As a reaction SMILES: [CH2:21]1[CH2:22][O:23]1.[CH3:26][CH2:27][O:28][CH2:29][CH3:30].[Cl-:24].[K:6].[NH3:1].[NH4+:25].[O-:2][N+:3](=[O:4])[O-:5].[n:7]1[cH:8][cH:9][c:10]([CH:13]([CH2:14][CH2:15][N:16]([CH3:17])[CH3:18])[CH2:19][CH3:20])[cH:11][cH:12]1>>[O:2]([CH2:20][CH2:19][CH:13]([c:10]1[cH:9][cH:8][n:7][cH:12][cH:11]1)[CH2:14][CH2:15][N:16]([CH3:17])[CH3:18])[CH2:22][CH2:21][OH:23].